Task: describe an organic reaction: reactants, conditions, products, and yield. Dataset: the Open Reaction Database (ORD), a public repository of structured organic reaction records Starting materials: CC1=NC2=C(N1C1=CC=C(OC(CCC(=O)OCC)C)C=C1)C=CC(=C2)C(F)(F)F (Ethyl 4-(4-(2-methyl-5-(trifluoromethyl)benzimidazol-1-yl)phenoxy)pentanoate), [OH-].[Na+] (sodium hydroxide). Run in C(C)O (ethanol). Product: CC1=NC2=C(N1C1=CC=C(OC(CCC(=O)O)C)C=C1)C=CC(=C2)C(F)(F)F (4-(4-(2-methyl-5-(trifluoromethyl)benzimidazol-1-yl)phenoxy)pentanoic acid). Reaction SMILES: [CH3:1][C:2]1[N:6]([C:7]2[CH:22]=[CH:21][C:10]([O:11][CH:12]([CH3:20])[CH2:13][CH2:14][C:15]([O:17]CC)=[O:16])=[CH:9][CH:8]=2)[C:5]2[CH:23]=[CH:24][C:25]([C:27]([F:30])([F:29])[F:28])=[CH:26][C:4]=2[N:3]=1.[OH-].[Na+]>C(O)C>[CH3:1][C:2]1[N:6]([C:7]2[CH:22]=[CH:21][C:10]([O:11][CH:12]([CH3:20])[CH2:13][CH2:14][C:15]([OH:17])=[O:16])=[CH:9][CH:8]=2)[C:5]2[CH:23]=[CH:24][C:25]([C:27]([F:28])([F:29])[F:30])=[CH:26][C:4]=2[N:3]=1 |f:1.2|. Reported procedure: A solution of 2.4 g of 12 and 0.25 g of sodium hydroxide in 50 ml of aqueous ethanol was refluxed for one hour, and extracted with ether. The extract was dried and concentrated. The residue was crystallized from ether-hexane to give 13, as a white solid, m.p.: 67°-68° C.